This data is from the Open Reaction Database (ORD), a public repository of structured organic reaction records. The task is: describe an organic reaction: reactants, conditions, products, and yield Starting materials: C(#N)C=1NC(C=NC1C#N)(Cl)NCCC (2,3-Dicyano-6-n-propylamino-6-chloropyrazine), C1=CC=C(C=C1)CS (benzylthiol), N1=CC=CC=C1 (pyridine), O (water). Run in CC(=O)C (acetone). Yields the product C(#N)C1=NC(=C(N=C1C#N)NCCC)SCC1=CC=CC=C1 (2,3-dicyano-5-n-propylamino-6-(benzylthio)pyrazine). Yield: 30.4%. RXN SMILES: [C:1]([C:3]1[NH:4][C:5]([NH:12][CH2:13][CH2:14][CH3:15])(Cl)[CH:6]=[N:7][C:8]=1[C:9]#[N:10])#[N:2].[CH:16]1[CH:21]=[CH:20][C:19]([CH2:22][SH:23])=[CH:18][CH:17]=1.N1C=CC=CC=1.O>CC(C)=O>[C:9]([C:8]1[C:3]([C:1]#[N:2])=[N:4][C:5]([NH:12][CH2:13][CH2:14][CH3:15])=[C:6]([S:23][CH2:22][C:19]2[CH:20]=[CH:21][CH:16]=[CH:17][CH:18]=2)[N:7]=1)#[N:10]. Reported procedure: 2,3-Dicyano-6-n-propylamino-6-chloropyrazine (1.11 g; 0.005 mole) and 0.87 g (0.007 mole) of benzylthiol were dissolved in 50 ml of acetone. The solution was cooled to 0° to 5° C. With stirring, a solution prepared from 0.40 g (0.005 mole) of pyridine and 20 ml of water was added dropwise over the period of 30 minutes. The mixture was further stirred at 20° to 30° C. for 1 hour, and concentrated under reduced pressure to remove acetone. The residue was extracted with 100 ml of chloform. The extr... Starting materials: COC(=O)C1=C(C2=C(N=CN=C2Cl)S1)C (4-chloro-5-methyl-thieno[2,3-d]pyrimidine-6-carboxylic acid methyl ester), NC=1C(=NC=CC1)O[C@@H]1CN(CCC1)C(=O)OC(C)(C)C ((S)-tert-butyl 3-(3-aminopyridin-2-yloxy)piperidine-1-carboxylate), NC=1C(=NC=CC1)O[C@@H]1CN(CCC1)C(=O)OC(C)(C)C ((S)-tert-butyl 3-(3-aminopyridin-2-yloxy)piperidine-1-carboxylate). Product: COC(=O)C1=C(C2=C(N=CN=C2NC=2C(=NC=CC2)O[C@@H]2CN(CCC2)C(=O)OC(C)(C)C)S1)C (4-[2-((S)-1-tert-Butoxycarbonyl-piperidin-3-yloxy)-pyridin-3-ylamino]-5-methyl-thieno[2,3-d]pyrimidine-6-carboxylic acid methyl ester). As a reaction SMILES: [CH3:1][O:2][C:3]([C:5]1[S:14][C:8]2[N:9]=[CH:10][N:11]=[C:12](Cl)[C:7]=2[C:6]=1[CH3:15])=[O:4].[NH2:16][C:17]1[C:18]([O:23][C@H:24]2[CH2:29][CH2:28][CH2:27][N:26]([C:30]([O:32][C:33]([CH3:36])([CH3:35])[CH3:34])=[O:31])[CH2:25]2)=[N:19][CH:20]=[CH:21][CH:22]=1>>[CH3:1][O:2][C:3]([C:5]1[S:14][C:8]2[N:9]=[CH:10][N:11]=[C:12]([NH:16][C:17]3[C:18]([O:23][C@H:24]4[CH2:29][CH2:28][CH2:27][N:26]([C:30]([O:32][C:33]([CH3:36])([CH3:35])[CH3:34])=[O:31])[CH2:25]4)=[N:19][CH:20]=[CH:21][CH:22]=3)[C:7]=2[C:6]=1[CH3:15])=[O:4]. Procedure: Prepared analogously to example 1.1. from 4-chloro-5-methyl-thieno[2,3-d]pyrimidine-6-carboxylic acid methyl ester and (S)-tert-butyl 3-(3-aminopyridin-2-yloxy)piperidine-1-carboxylate (Intermediate X) The reactants are FC=1C=C(C=CC1F)[C@H]1[C@@H](C1)NC=1C2=C(N=C(N1)SCCC)N(N=N2)[C@@H]2C[C@@H]([C@@H]1[C@H]2OC(O1)(C)C)OCC(=O)O (2-((3aR,4S,6R,6aS)-6-(7-((1R,2S)-2-(3,4-difluorophenyl)-cyclopropylamino)-5-(propylthio)-3H-[1,2,3]triazolo[4,5-d]pyrimidin-3-yl)-2,2-dimethyltetrahydro-3aH-cyclopenta[d][1,3]dioxol-4-yloxy)acetic acid), [H-].[H-].[H-].[H-].[Li+].[Al+3] (LiAlH4). Run in C1CCOC1 (THF), C1CCOC1 (THF). Run at temperature -5 celsius, time 8 hour. The product is FC=1C=C(C=CC1F)[C@H]1[C@@H](C1)NC=1C2=C(N=C(N1)SCCC)N(N=N2)[C@@H]2C[C@@H]([C@@H]1[C@H]2OC(O1)(C)C)OCCO (2-((3aR,4S,6R,6aS)-6-(7-((1R,2S)-2-(3,4-difluorophenyl)-cyclopropylamino)-5-(propylthio)-3H-[1,2,3]triazolo[4,5-d]pyrimidin-3-yl)-2,2-dimethyltetrahydro-3aH-cyclopenta[d][1,3]dioxol-4-yloxy)ethanol). As a reaction SMILES: [H-].[H-].[H-].[H-].[Li+].[Al+3].[F:7][C:8]1[CH:9]=[C:10]([C@@H:15]2[CH2:17][C@H:16]2[NH:18][C:19]2[C:20]3[N:31]=[N:30][N:29]([C@H:32]4[C@@H:36]5[O:37][C:38]([CH3:41])([CH3:40])[O:39][C@@H:35]5[C@@H:34]([O:42][CH2:43][C:44](O)=[O:45])[CH2:33]4)[C:21]=3[N:22]=[C:23]([S:25][CH2:26][CH2:27][CH3:28])[N:24]=2)[CH:11]=[CH:12][C:13]=1[F:14]>C1COCC1>[F:7][C:8]1[CH:9]=[C:10]([C@@H:15]2[CH2:17][C@H:16]2[NH:18][C:19]2[C:20]3[N:31]=[N:30][N:29]([C@H:32]4[C@@H:36]5[O:37][C:38]([CH3:40])([CH3:41])[O:39][C@@H:35]5[C@@H:34]([O:42][CH2:43][CH2:44][OH:45])[CH2:33]4)[C:21]=3[N:22]=[C:23]([S:25][CH2:26][CH2:27][CH3:28])[N:24]=2)[CH:11]=[CH:12][C:13]=1[F:14] |f:0.1.2.3.4.5|. Procedure details: LiAlH4 (0.2 g) was added to THF (10 vol) slowly at 0 to −10° C. To this mixture was added a solution of compound 11a (3 g) in THF (15 mL) slowly over 30 min at 0 to −10° C. The reaction mixture was stirred at 0 to −10° C. for 4-12 hrs. The reaction was monitored by TLC. When the reaction was complete, it was quenched and the product was isolated by routine work up. The filtrate was concentrated under reduced pressure, and compound 12 was isolated as an oily mass; yield 14 g, 70-75%. The reactants are CCOC(=O)CSc1cnc(N)s1, CC1CCC(N(CCCc2cccc(Cl)c2)C(=O)Nc2ncc(SCC(=O)O)s2)CC1, O=C(O)CCc1cccc(C(F)(F)F)c1. Yields the product CC1CCC(N(CCCc2cccc(C(F)(F)F)c2)C(=O)Nc2ncc(SCC(=O)O)s2)CC1. As a reaction SMILES: [CH2:47]([O:48][C:49](=[O:50])[CH2:51][S:52][c:53]1[s:54][c:55]([NH2:56])[n:57][cH:58]1)[CH3:59].[Cl:1][c:2]1[cH:3][c:4]([CH2:8][CH2:9][CH2:10][N:11]([C:12]([NH:13][c:14]2[s:15][c:16]([S:19][CH2:20][C:21](=[O:22])[OH:23])[cH:17][n:18]2)=[O:24])[CH:25]2[CH2:26][CH2:27][CH:28]([CH3:31])[CH2:29][CH2:30]2)[cH:5][cH:6][cH:7]1.[F:32][C:33]([c:34]1[cH:35][c:36]([CH2:37][CH2:38][C:39]([OH:40])=[O:41])[cH:42][cH:43][cH:44]1)([F:45])[F:46]>>[c:2]1([C:33]([F:32])([F:45])[F:46])[cH:3][c:4]([CH2:8][CH2:9][CH2:10][N:11]([C:12]([NH:13][c:14]2[s:15][c:16]([S:19][CH2:20][C:21](=[O:22])[OH:23])[cH:17][n:18]2)=[O:24])[CH:25]2[CH2:26][CH2:27][CH:28]([CH3:31])[CH2:29][CH2:30]2)[cH:5][cH:6][cH:7]1. Reactants: ClC(=O)OCC(C)C (Isobutyl chloroformate), C(C)OC(C(O)(C)C(N(N)C)=O)=O (2-azaalanyl-dl-lactic acid ethyl ester), C(C)(=O)N[C@@H](C)C(=O)N[C@@H](C)C(=O)N[C@@H](CC(C)C)C(=O)O (Acetylalanylalanylleucine), CN1CCOCC1 (N-methylmorpholine). Solvent: O1CCCC1 (tetrahydrofuran), C(Cl)Cl (methylene chloride), O1CCCC1 (tetrahydrofuran). Product: C(C)OC(C(O)(C)C(N(NC([C@@H](NC([C@@H](NC([C@@H](NC(C)=O)C)=O)C)=O)CC(C)C)=O)C)=O)=O (acetylalanylalanylleucyl-2-azaalanyl-dl-lactic acid ethyl ester). Reaction SMILES: [C:1]([NH:4][C@H:5]([C:7]([NH:9][C@H:10]([C:12]([NH:14][C@H:15]([C:20]([OH:22])=O)[CH2:16][CH:17]([CH3:19])[CH3:18])=[O:13])[CH3:11])=[O:8])[CH3:6])(=[O:3])[CH3:2].CN1CCOCC1.ClC(OCC(C)C)=O.[CH2:38]([O:40][C:41](=[O:50])[C:42]([C:45](=[O:49])[N:46]([CH3:48])[NH2:47])([CH3:44])[OH:43])[CH3:39]>C(Cl)Cl.O1CCCC1>[CH2:38]([O:40][C:41](=[O:50])[C:42]([C:45](=[O:49])[N:46]([CH3:48])[NH:47][C:20](=[O:22])[C@H:15]([CH2:16][CH:17]([CH3:18])[CH3:19])[NH:14][C:12](=[O:13])[C@H:10]([CH3:11])[NH:9][C:7](=[O:8])[C@H:5]([CH3:6])[NH:4][C:1](=[O:3])[CH3:2])([CH3:44])[OH:43])[CH3:39]. Procedure: Acetylalanylalanylleucine (1.5 mmole) and N-methylmorpholine (3 mmole) are dissolved in methylene chloride (10 ml) and diluted with dry tetrahydrofuran (250 ml) and cooled to -20° to -25°. Isobutyl chloroformate (1.5 mmole) is added with stirring and the mixture is stirred for 10 minutes. A solution of 2-azaalanyl-dl-lactic acid ethyl ester (1.5 mmole, Example 5, Step A) in tetrahydrofuran (3 ml) is added and the mixture is allowed to warm to room temperature over a period of 2 hours and stirred... The reactants are C1(=CC=CC=C1)[C@H](C)N ((1S)-1-phenylethylamine), C(C1=CC=CC=C1)OC(=O)N(C12CCC(CC1)(CC2)C(=O)O)CC(=O)N2[C@@H](C[C@@H](C2)F)C#N ((2S,4S)-1-[[N-Benzyloxycarbonyl-N-(4-carboxybicyclo[2.2.2]oct-1-yl)amino]acetyl]-4-fluoropyrrolidine-2-carbonitrile), ON1N=NC2=C1C=CC=C2 (1-hydroxybenzotriazole), Cl.CN(CCCN=C=NCC)C (1-(3-dimethylaminopropyl)-3-ethylcarbodiimide hydrochloride). The solvent is CN(C=O)C (N,N-dimethylformamide). Conditions: time 2 hour. Yields the product C(C1=CC=CC=C1)OC(=O)N(C12CCC(CC1)(CC2)C(=O)N[C@@H](C)C2=CC=CC=C2)CC(=O)N2[C@@H](C[C@@H](C2)F)C#N ((2S,4S)-1-[[N-benzyloxycarbonyl-N-[4-[N-[(1S)-1-phenyl-1-ethyl]amino]carbonylbicyclo[2.2.2]oct-1-yl]amino]acetyl]-4-fluoropyrrolidine-2-carbonitrile). As a reaction SMILES: [CH2:1]([O:8][C:9]([N:11]([CH2:23][C:24]([N:26]1[CH2:30][C@@H:29]([F:31])[CH2:28][C@H:27]1[C:32]#[N:33])=[O:25])[C:12]12[CH2:19][CH2:18][C:15]([C:20]([OH:22])=O)([CH2:16][CH2:17]1)[CH2:14][CH2:13]2)=[O:10])[C:2]1[CH:7]=[CH:6][CH:5]=[CH:4][CH:3]=1.ON1C2C=CC=CC=2N=N1.Cl.CN(C)CCCN=C=NCC.[C:56]1([C@@H:62]([NH2:64])[CH3:63])[CH:61]=[CH:60][CH:59]=[CH:58][CH:57]=1>CN(C)C=O>[CH2:1]([O:8][C:9]([N:11]([CH2:23][C:24]([N:26]1[CH2:30][C@@H:29]([F:31])[CH2:28][C@H:27]1[C:32]#[N:33])=[O:25])[C:12]12[CH2:17][CH2:16][C:15]([C:20]([NH:64][C@H:62]([C:56]3[CH:61]=[CH:60][CH:59]=[CH:58][CH:57]=3)[CH3:63])=[O:22])([CH2:18][CH2:19]1)[CH2:14][CH2:13]2)=[O:10])[C:2]1[CH:7]=[CH:6][CH:5]=[CH:4][CH:3]=1 |f:2.3|. Procedure details: (2S,4S)-1-[[N-Benzyloxycarbonyl-N-(4-carboxybicyclo[2.2.2]oct-1-yl)amino]acetyl]-4-fluoropyrrolidine-2-carbonitrile (40.0 mg) and 1-hydroxybenzotriazole (20.1 mg) were dissolved in N,N-dimethylformamide (0.8 mL). While the solution was chilled in an ice bath, 1-(3-dimethylaminopropyl)-3-ethylcarbodiimide hydrochloride (41.9 mg) was added and the mixture was stirred at room temperature for 2 hours. Subsequently, (1S)-1-phenylethylamine (14.5 μL) was added and the mixture was further stirred at ro... Reactants: Cc1cc(CC(NC(=O)OC(C)(C)C)c2ncc[nH]2)cc2cn(COCC[Si](C)(C)C)nc12, O=C([O-])[O-], CN(C)C=O, ClCc1cccnc1, [Cs+], [Cs+]. Product: Cc1cc(CC(NC(=O)OC(C)(C)C)c2nccn2Cc2cccnc2)cc2cn(COCC[Si](C)(C)C)nc12. As a reaction SMILES: [C:1]([CH3:2])([CH3:3])([CH3:4])[O:5][C:6]([NH:7][CH:8]([CH2:9][c:10]1[cH:11][c:12]2[cH:13][n:14]([CH2:20][O:21][CH2:22][CH2:23][Si:24]([CH3:25])([CH3:26])[CH3:27])[n:15][c:16]2[c:17]([CH3:19])[cH:18]1)[c:28]1[nH:29][cH:30][cH:31][n:32]1)=[O:33].[C:42](=[O:43])([O-:44])[O-:45].[CH3:48][N:49]([CH3:50])[CH:51]=[O:52].[Cl:34][CH2:35][c:36]1[cH:37][n:38][cH:39][cH:40][cH:41]1.[Cs+:46].[Cs+:47]>>[C:1]([CH3:2])([CH3:3])([CH3:4])[O:5][C:6]([NH:7][CH:8]([CH2:9][c:10]1[cH:11][c:12]2[cH:13][n:14]([CH2:20][O:21][CH2:22][CH2:23][Si:24]([CH3:25])([CH3:26])[CH3:27])[n:15][c:16]2[c:17]([CH3:19])[cH:18]1)[c:28]1[n:29]([CH2:35][c:36]2[cH:37][n:38][cH:39][cH:40][cH:41]2)[cH:30][cH:31][n:32]1)=[O:33]. Starting materials: NC1=CC=C2C(=N1)C(=CN2)C2CCN(CC2)CC (5-amino-3-(1-ethylpiperidin-4-yl)pyrrolo[3,2-b]pyridine), C1(CC1)C(=O)Cl (cyclopropanecarbonyl chloride). The product is C1(CC1)C(=O)NC1=CC=C2C(=N1)C(=CN2)C2CCN(CC2)CC (5-(N-[cyclopropanecarbonyl]amino)-3-(1-ethylpiperidin-4-yl)pyrrolo[3,2-b]pyridine). As a reaction SMILES: [NH2:1][C:2]1[N:7]=[C:6]2[C:8]([CH:11]3[CH2:16][CH2:15][N:14]([CH2:17][CH3:18])[CH2:13][CH2:12]3)=[CH:9][NH:10][C:5]2=[CH:4][CH:3]=1.[CH:19]1([C:22](Cl)=[O:23])[CH2:21][CH2:20]1>>[CH:19]1([C:22]([NH:1][C:2]2[N:7]=[C:6]3[C:8]([CH:11]4[CH2:16][CH2:15][N:14]([CH2:17][CH3:18])[CH2:13][CH2:12]4)=[CH:9][NH:10][C:5]3=[CH:4][CH:3]=2)=[O:23])[CH2:21][CH2:20]1. Reported procedure: Beginning with 0.015 gm (0.061 mMol) 5-amino-3-(1-ethylpiperidin-4-yl)pyrrolo[3,2-b]pyridine and 0.008 mL (0.080 mMol) cyclopropanecarbonyl chloride, the title compound was prepared essentially by the procedure described in Example 7.